From a dataset of the Open Reaction Database (ORD), a public repository of structured organic reaction records. describe an organic reaction: reactants, conditions, products, and yield The reactants are C, CNc1cc(Oc2cccc(NC(=O)OC(C)(C)C)c2)ccc1[N+](=O)[O-], CCO, [H][H], C1CCOC1, [Pd]. Product: CNc1cc(Oc2cccc(NC(=O)OC(C)(C)C)c2)ccc1N. Reaction SMILES: [C:34].[CH3:1][NH:2][c:3]1[cH:4][c:5]([O:6][c:7]2[cH:8][c:9]([NH:13][C:14]([O:15][C:16]([CH3:17])([CH3:18])[CH3:19])=[O:20])[cH:10][cH:11][cH:12]2)[cH:21][cH:22][c:23]1[N+:24]([O-:25])=[O:26].[CH3:36][CH2:37][OH:38].[H:32][H:33].[O:27]1[CH2:28][CH2:29][CH2:30][CH2:31]1.[Pd:35]>>[CH3:1][NH:2][c:3]1[cH:4][c:5]([O:6][c:7]2[cH:8][c:9]([NH:13][C:14]([O:15][C:16]([CH3:17])([CH3:18])[CH3:19])=[O:20])[cH:10][cH:11][cH:12]2)[cH:21][cH:22][c:23]1[NH2:24]. The reactants are CCCC[Sn](CCCC)(CCCC)c1ccccn1, COC(=O)CCc1ccc(OCC(C)c2nc(-c3ccc(Br)cc3)oc2C)cc1C, Cc1ccccc1. Product: COC(=O)CCc1ccc(OCC(C)c2nc(-c3ccc(-c4ccccn4)cc3)oc2C)cc1C. Reaction SMILES: [CH2:31]([Sn:32]([CH2:33][CH2:34][CH2:35][CH3:42])([c:36]1[n:37][cH:38][cH:39][cH:40][cH:41]1)[CH2:43][CH2:44][CH2:45][CH3:46])[CH2:47][CH2:48][CH3:49].[CH3:1][O:2][C:3]([CH2:4][CH2:5][c:6]1[c:7]([CH3:29])[cH:8][c:9]([O:12][CH2:13][CH:14]([CH3:15])[c:16]2[n:17][c:18](-[c:22]3[cH:23][cH:24][c:25]([Br:28])[cH:26][cH:27]3)[o:19][c:20]2[CH3:21])[cH:10][cH:11]1)=[O:30].[CH3:50][c:51]1[cH:52][cH:53][cH:54][cH:55][cH:56]1>>[CH3:1][O:2][C:3]([CH2:4][CH2:5][c:6]1[c:7]([CH3:29])[cH:8][c:9]([O:12][CH2:13][CH:14]([CH3:15])[c:16]2[n:17][c:18](-[c:22]3[cH:23][cH:24][c:25](-[c:36]4[n:37][cH:38][cH:39][cH:40][cH:41]4)[cH:26][cH:27]3)[o:19][c:20]2[CH3:21])[cH:10][cH:11]1)=[O:30]. As a reaction SMILES: [CH2:1]([O:5][C:6]1[N:14]=[C:13]2[C:9]([N:10]=[C:11]([O:24][CH3:25])[N:12]2[CH2:15][CH2:16][CH2:17][NH:18][C@@H:19]2[CH2:23][CH2:22][CH2:21]O2)=[C:8]([NH2:26])[N:7]=1)[CH2:2][CH2:3][CH3:4].F[C:28](F)(F)[C:29](O)=[O:30].C(OC1NC(N)=C2C(N=1)=NC(OC)=N2)CCC>>[CH2:1]([O:5][C:6]1[N:14]=[C:13]2[C:9]([N:10]=[C:11]([O:24][CH3:25])[N:12]2[CH2:15][CH2:16][CH2:17][NH:18][CH2:19][CH:23]2[CH2:22][CH2:21][CH2:28][CH2:29][O:30]2)=[C:8]([NH2:26])[N:7]=1)[CH2:2][CH2:3][CH3:4] |f:1.2|. Procedure details: Prepared similarly to Intermediate 14 from 2-(butyloxy)-8-(methyloxy)-1H-purin-6-amine trifluoroacetate and (tetrahydro-2H-pyran)-2-ylmethyl)amine hydrochloride. The reactants are C(CCC)OC1=NC(=C2N=C(N(C2=N1)CCCN[C@H]1OCCC1)OC)N (2-(Butyloxy)-8-(methyloxy)-9-{3-[(2S)-tetrahydro-2-furanylamino]propyl}-9H-purin-6-amine), FC(C(=O)O)(F)F.C(CCC)OC=1NC(=C2N=C(N=C2N1)OC)N (2-(butyloxy)-8-(methyloxy)-1H-purin-6-amine trifluoroacetate), (tetrahydro-2H-pyran)-2-ylmethyl, amine hydrochloride. Product: C(CCC)OC1=NC(=C2N=C(N(C2=N1)CCCNCC1OCCCC1)OC)N (2-(Butyloxy)-8-(methyloxy)-9-{3-[(tetrahydro-2H-pyran-2-ylmethyl)amino]propyl}-9H-purin-6-amine). The reactants are BrCCC1=CC(=CC=C1)F (1-(2-bromoethyl)-3-fluorobenzene), O1CCCC1 (tetrahydrofuran), C(C1=CC=CC=C1)C1(CCC(CC1)=O)N(C)C (4-benzyl-4-dimethylaminocyclohexanone), O1CCCC1 (tetrahydrofuran), [Cl-].[NH4+] (ammonium chloride), [Mg] (magnesium), O1CCCC1 (tetrahydrofuran). Conditions: time 1 hour. Product: C(C1=CC=CC=C1)C1(CCC(CC1)(O)CCC1=CC=C(C=C1)F)N(C)C (4-benzyl-4-dimethylamino-1[2-(4-fluorophenyl)ethyl]cyclohexanol), Cl.C(C1=CC=CC=C1)C1(CCC(CC1)(O)CCC1=CC=C(C=C1)F)N(C)C (4-Benzyl-4-dimethylamino-1-[2-(4-fluorophenyl)ethyl]cyclohexanol hydrochloride). Reaction SMILES: [Mg].BrCC[C:5]1C=C[CH:8]=[C:7]([F:11])[CH:6]=1.[CH2:12]([C:19]1([N:26]([CH3:28])[CH3:27])[CH2:24][CH2:23][C:22](=[O:25])[CH2:21][CH2:20]1)[C:13]1[CH:18]=[CH:17][CH:16]=[CH:15][CH:14]=1.[Cl-:29].[NH4+].O1[CH2:35][CH2:34][CH2:33][CH2:32]1>>[CH2:12]([C:19]1([N:26]([CH3:27])[CH3:28])[CH2:20][CH2:21][C:22]([CH2:32][CH2:33][C:34]2[CH:35]=[CH:8][C:7]([F:11])=[CH:6][CH:5]=2)([OH:25])[CH2:23][CH2:24]1)[C:13]1[CH:18]=[CH:17][CH:16]=[CH:15][CH:14]=1.[ClH:29].[CH2:12]([C:19]1([N:26]([CH3:27])[CH3:28])[CH2:20][CH2:21][C:22]([CH2:32][CH2:33][C:34]2[CH:35]=[CH:8][C:7]([F:11])=[CH:6][CH:5]=2)([OH:25])[CH2:23][CH2:24]1)[C:13]1[CH:18]=[CH:17][CH:16]=[CH:15][CH:14]=1 |f:3.4,7.8|. Procedure: 757 mg magnesium were stirred into 15 ml analytical grade tetrahydrofuran under a nitrogen atmosphere and approximately one third of the solution of 5.69 g 1-(2-bromoethyl)-3-fluorobenzene in 16 ml analytical grade tetrahydrofuran was added. The remainder of the solution was rapidly added dropwise after the Grignard formation had started, and when the addition had ended the mixture was subsequently stirred for one hour, 3.60 g 4-benzyl-4-dimethylaminocyclohexanone, dissolved in 16 ml analytical ... Reactants: CC(C)O, [Cl-], O=[N+]([O-])c1cc(CO)ccc1F, [Fe], [NH4+], O. The product is Nc1cc(CO)ccc1F. Reaction SMILES: [CH:13]([OH:14])([CH3:15])[CH3:16].[Cl-:17].[F:1][c:2]1[c:3]([N+:10]([O-:11])=[O:12])[cH:4][c:5]([CH2:6][OH:7])[cH:8][cH:9]1.[Fe:19].[NH4+:18].[OH2:20]>>[F:1][c:2]1[c:3]([NH2:10])[cH:4][c:5]([CH2:6][OH:7])[cH:8][cH:9]1. Reactants: [H-].[Na+] (sodium hydride), ClC1=C(C(=O)OCC)C=C(C=C1)NC(=O)NC1=C(CCC1)C(=O)OCC (ethyl 2-chloro-5-{3-[2-(ethoxycarbonyl)-1-cyclopenten-1-yl]ureido}-benzoate), C(C)(=O)O (acetic acid). The solvent is COCCOC (1,2-dimethoxyethane), COCCOC (1,2-dimethoxyethane). Reaction conditions: time 1 hour. The product is ClC1=C(C(=O)OCC)C=C(C=C1)N1C(NC2=C(C1=O)CCC2)=O (ethyl 2-chloro-5-(1,2,4,5,6,7-hexahydro-2,4-dioxo-3H-cyclopenta[d]pyrimidin-3-yl)-benzoate). As a reaction SMILES: [Cl:1][C:2]1[CH:12]=[CH:11][C:10]([NH:13][C:14]([NH:16][C:17]2[CH2:21][CH2:20][CH2:19][C:18]=2[C:22]([O:24]CC)=O)=[O:15])=[CH:9][C:3]=1[C:4]([O:6][CH2:7][CH3:8])=[O:5].[H-].[Na+].C(O)(=O)C>COCCOC>[Cl:1][C:2]1[CH:12]=[CH:11][C:10]([N:13]2[C:22](=[O:24])[C:18]3[CH2:19][CH2:20][CH2:21][C:17]=3[NH:16][C:14]2=[O:15])=[CH:9][C:3]=1[C:4]([O:6][CH2:7][CH3:8])=[O:5] |f:1.2|. Reported procedure: A solution of 118.0 g of ethyl 2-chloro-5-{3-[2-(ethoxycarbonyl)-1-cyclopenten-1-yl]ureido}-benzoate in 800 ml of absolute 1,2-dimethoxyethane, is added dropwise while stirring at 20° C. during 10 minutes to a suspension of 7.7 g of sodium hydride in 800 ml of absolute 1,2-dimethoxyethane. The reaction mixture is subsequently stirred for 1 hour, treated with 20 ml of acetic acid and evaporated to dryness under reduced pressure. The residue is dissolved in 2 l of methylene chloride and washed twi... Starting materials: [C+4], CCc1ccc(C(O)c2ncccc2O)cc1, CC(=O)O, [OH-], [OH-], [OH-], [OH-], [OH-], [OH-], [Pd+2]. Yields the product CCc1ccc(Cc2ncccc2O)cc1. Reaction SMILES: [C+4:18].[CH2:1]([CH3:2])[c:3]1[cH:4][cH:5][c:6]([CH:9]([OH:10])[c:11]2[n:12][cH:13][cH:14][cH:15][c:16]2[OH:17])[cH:7][cH:8]1.[CH3:26][C:27](=[O:28])[OH:29].[OH-:19].[OH-:21].[OH-:22].[OH-:23].[OH-:24].[OH-:25].[Pd+2:20]>>[CH2:1]([CH3:2])[c:3]1[cH:4][cH:5][c:6]([CH2:9][c:11]2[n:12][cH:13][cH:14][cH:15][c:16]2[OH:17])[cH:7][cH:8]1.